The task is: describe an organic reaction: reactants, conditions, products, and yield. This data is from the Open Reaction Database (ORD), a public repository of structured organic reaction records. Reactants: C(C)OC(=O)Cl (ethylchloroformate), solution, C(CCC)[Li] (n-butyllithium), FC(C1=CC=C(C=C1)C=1SC(=CN1)C=1SC=CC1)(F)F (2-(4-trifluoromethylphenyl)-5-thien-2-ylthiazole). The solvent is C(C)OCC (diethyl ether), O1CCCC1 (tetrahydrofuran), CCCCCC (n-hexane), O1CCCC1 (tetrahydrofuran). Conditions: temperature -78 celsius, time 2 hour. Product: C(C)OC(=O)C1=CC=C(S1)C1=CN=C(S1)C1=CC=C(C=C1)C(F)(F)F (5-(5-ethoxycarbonylthien-2-yl)-2-(4-trifluoromethylphenyl)thiazole). The yield is 45.6%. As a reaction SMILES: C([Li])CCC.[F:6][C:7]([F:25])([F:24])[C:8]1[CH:13]=[CH:12][C:11]([C:14]2[S:15][C:16]([C:19]3[S:20][CH:21]=[CH:22][CH:23]=3)=[CH:17][N:18]=2)=[CH:10][CH:9]=1.[CH2:26]([O:28][C:29](Cl)=[O:30])[CH3:27]>CCCCCC.O1CCCC1.C(OCC)C>[CH2:26]([O:28][C:29]([C:21]1[S:20][C:19]([C:16]2[S:15][C:14]([C:11]3[CH:10]=[CH:9][C:8]([C:7]([F:6])([F:24])[F:25])=[CH:13][CH:12]=3)=[N:18][CH:17]=2)=[CH:23][CH:22]=1)=[O:30])[CH3:27]. Procedure details: Under a dry nitrogen atmosphere, 1.6 ml of a 2.5 M solution of n-butyllithium in n-hexane was added dropwise to a stirred, cold (-78° C.) solution of 1.0 g (0.0032 mole) of 2-(4-trifluoromethylphenyl)-5-thien-2-ylthiazole in 15 ml of tetrahydrofuran. This mixture was stirred at -78° C. for two hours and then was added to a stirred, cold (-78° C.) solution of 0.70 g (0.0064 mole) of ethylchloroformate in 20 ml of tetrahydrofuran. After complete addition the mixture was allowed to warm to room tem... Reactants: CCOC(=O)N1C2CCC1CC(C(=O)NCc1ccccc1F)C2, C[Si](C)(C)I, ClC(Cl)Cl, [Na+], [Na+], [Na+], [OH-], O=S([O-])[O-]. The product is O=C(NCc1ccccc1F)C1CC2CCC(C1)N2. Reaction SMILES: [CH2:1]([O:2][C:3](=[O:4])[N:6]1[CH:7]2[CH2:8][CH:9]([C:14]([NH:15][CH2:16][c:17]3[c:18]([F:23])[cH:19][cH:20][cH:21][cH:22]3)=[O:24])[CH2:10][CH:11]1[CH2:12][CH2:13]2)[CH3:5].[CH3:25][Si:26]([I:27])([CH3:28])[CH3:29].[CH:38]([Cl:39])([Cl:40])[Cl:41].[Na+:31].[Na+:36].[Na+:37].[OH-:30].[S:32]([O-:33])([O-:34])=[O:35]>>[NH:6]1[CH:7]2[CH2:8][CH:9]([C:14]([NH:15][CH2:16][c:17]3[c:18]([F:23])[cH:19][cH:20][cH:21][cH:22]3)=[O:24])[CH2:10][CH:11]1[CH2:12][CH2:13]2.